From a dataset of the Open Reaction Database (ORD), a public repository of structured organic reaction records. describe an organic reaction: reactants, conditions, products, and yield Reactants: ClCCl, C=Cc1ccc([N+](=O)[O-])cc1C, O=[O+][O-]. As a reaction SMILES: [CH2:16]([Cl:17])[Cl:18].[CH3:1][c:2]1[c:3]([CH:4]=[CH2:5])[cH:6][cH:7][c:8]([N+:10](=[O:11])[O-:12])[cH:9]1.[O-:13][O+:14]=[O:15]>>[CH3:1][c:2]1[c:3]([CH:4]=[O:13])[cH:6][cH:7][c:8]([N+:10](=[O:11])[O-:12])[cH:9]1. The product is Cc1cc([N+](=O)[O-])ccc1C=O. Starting materials: O.O.[Sn](Cl)(Cl)(Cl)Cl (tin chloride dihydrate), ClC1=CC(=C(C(=N1)C#N)[N+](=O)[O-])NCC (6-chloro-4-ethylamino-3-nitro-pyridine-2-carbonitrile), ice, [OH-].[K+] (potassium hydroxide). Run in Cl (HCl), CN(C)C=O (DMF). Conditions: time 2.5 hour. The product is NC=1C(=NC(=CC1NCC)Cl)C#N (3-Amino-6-chloro-4-ethylamino-pyridine-2-carbonitrile). Isolated yield 79.5%. RXN SMILES: O.O.[Sn](Cl)(Cl)(Cl)Cl.[Cl:8][C:9]1[N:14]=[C:13]([C:15]#[N:16])[C:12]([N+:17]([O-])=O)=[C:11]([NH:20][CH2:21][CH3:22])[CH:10]=1.[OH-].[K+]>Cl.CN(C=O)C>[NH2:17][C:12]1[C:13]([C:15]#[N:16])=[N:14][C:9]([Cl:8])=[CH:10][C:11]=1[NH:20][CH2:21][CH3:22] |f:0.1.2,4.5|. Procedure details: At 0° C., a solution of tin chloride dihydrate (25.9 g) in concentrate aqueous HCl (76 mL) was added dropwise over 40 minutes to a solution of 6-chloro-4-ethylamino-3-nitro-pyridine-2-carbonitrile (2.9 g) in DMF (70 mL). The mixture was stirred for 2.5 hours, then poured to a mixture of ice (400 g) and 50% potassium hydroxide (400 mL), extracted with ethyl acetate (3×100 ml). The combined organic layers were washed with 2N sodium hydroxide (700 mL), then brine (3×100 mL), dried over sodium sulfa... Reactants: C#CCOc1c(C)cccc1C(=O)NC1(C(=O)OCC)Cc2ccccc2C1, C1COCCO1, CO, CO, ClCCl, [Li+], [OH-], O. The product is C#CCOc1c(C)cccc1C(=O)NC1(C(=O)O)Cc2ccccc2C1. RXN SMILES: [CH2:1]([CH3:2])[O:3][C:4](=[O:5])[C:6]1([NH:15][C:16]([c:17]2[c:18]([O:24][CH2:25][C:26]#[CH:27])[c:19]([CH3:23])[cH:20][cH:21][cH:22]2)=[O:28])[CH2:7][c:8]2[cH:9][cH:10][cH:11][cH:12][c:13]2[CH2:14]1.[CH2:29]1[O:30][CH2:31][CH2:32][O:33][CH2:34]1.[CH3:35][OH:36].[CH3:39][OH:40].[Cl:41][CH2:42][Cl:43].[Li+:38].[OH-:37].[OH2:44]>>[O:3]=[C:4]([OH:5])[C:6]1([NH:15][C:16]([c:17]2[c:18]([O:24][CH2:25][C:26]#[CH:27])[c:19]([CH3:23])[cH:20][cH:21][cH:22]2)=[O:28])[CH2:7][c:8]2[cH:9][cH:10][cH:11][cH:12][c:13]2[CH2:14]1. Reactants: C(=O)(O)[O-].[Na+] (NaHCO3), NC=1SC2=C(C=NC=C2)N1 (2-aminothiazolo[4,5-c]pyridine), COC(=O)Cl (methylchloroformate), N1=CC=CC=C1 (pyridine). The solvent is C(C)(=O)OCC (ethyl acetate), CN(C)C=O (DMF). Reaction conditions: time 8 hour. Yields the product COC(=O)NC=1SC2=C(C=NC=C2)N1 (2-Methoxycarbonylaminothiazolo[4,5-c]pyridine). The yield is 78.0%. RXN SMILES: [NH2:1][C:2]1[S:3][C:4]2[CH:9]=[CH:8][N:7]=[CH:6][C:5]=2[N:10]=1.[CH3:11][O:12][C:13](Cl)=[O:14].N1C=CC=CC=1.C([O-])(O)=O.[Na+]>CN(C=O)C.C(OCC)(=O)C>[CH3:11][O:12][C:13]([NH:1][C:2]1[S:3][C:4]2[CH:9]=[CH:8][N:7]=[CH:6][C:5]=2[N:10]=1)=[O:14] |f:3.4|. Procedure details: To a mixture of 2-aminothiazolo[4,5-c]pyridine (50 mg, 0.33 mmole) and 0.4 ml of methylchloroformate in 1 ml of dry DMF was added 0.4 ml of pyridine. The mixture was allowed to stand overnight at room temperature and aqueous NaHCO3 and ethyl acetate were then added. The organic layer was separated, washed with saturated aqueous NaCl solution, dried over Na2SO4 and evaporated in vacuo to give 54 mg (78%) of the title compound, which was recrystallized from CHCl3 --CH3OH to give pure crystalline s...